From a dataset of the Open Reaction Database (ORD), a public repository of structured organic reaction records. describe an organic reaction: reactants, conditions, products, and yield Reactants: C(C1=CC=CC=C1)N1C[C@H]([C@@H](C1)O)NC(C1=CC=CC=C1)=O (trans-N-(1-benzyl-4-hydroxy-3-pyrrolidinyl)benzamide). The reagents and catalysts are [Pd] (palladium-on-charcoal). Run at time 4 hour. The product is O[C@H]1[C@@H](CNC1)NC(C1=CC=CC=C1)=O (Trans-N-(4-hydroxy-3-pyrrolidinyl)benzamide). Reaction SMILES: C([N:8]1[CH2:12][C@@H:11]([OH:13])[C@H:10]([NH:14][C:15](=[O:22])[C:16]2[CH:21]=[CH:20][CH:19]=[CH:18][CH:17]=2)[CH2:9]1)C1C=CC=CC=1>[Pd]>[OH:13][C@@H:11]1[CH2:12][NH:8][CH2:9][C@H:10]1[NH:14][C:15](=[O:22])[C:16]1[CH:21]=[CH:20][CH:19]=[CH:18][CH:17]=1. Reported procedure: A mixture of trans-N-(1-benzyl-4-hydroxy-3-pyrrolidinyl)benzamide and palladium-on-charcoal catalyst is hydrogenated at 60° C. for 4 hrs. to obtain the title compound. The reactants are C1(=CC=CC=C1)P(C1=CC=CC=C1)C1=CC=CC=C1 (triphenylphosphine), N(=NC(=O)OCC)C(=O)OCC (diethyl azodicarboxylate), N(=NC(=O)OCC)C(=O)OCC (Diethyl azodicarboxylate), OC=1C(=C(C=CC1)NC(CC12CC3CC(CC(C1)C3)C2)=O)C (N-(3-Hydroxy-2-methylphenyl)-tricyclo[3.3.1.13,7]decane-1-acetamide), CO (methanol), C1(=CC=CC=C1)P(C1=CC=CC=C1)C1=CC=CC=C1 (triphenylphosphine). Run in C1(=CC=CC=C1)C (toluene), O1CCCC1 (tetrahydrofuran). Reaction conditions: time 2 hour. The product is COC=1C(=C(C=CC1)NC(CC12CC3CC(CC(C1)C3)C2)=O)C (N-(3-Methoxy-2-methylphenyl)-tricyclo[3.3.1.13,7]decane-1-acetamide). As a reaction SMILES: N(C(OCC)=O)=N[C:3](OCC)=O.[OH:13][C:14]1[C:15]([CH3:34])=[C:16]([NH:20][C:21](=[O:33])[CH2:22][C:23]23[CH2:32][CH:27]4[CH2:28][CH:29]([CH2:31][CH:25]([CH2:26]4)[CH2:24]2)[CH2:30]3)[CH:17]=[CH:18][CH:19]=1.CO.C1(P(C2C=CC=CC=2)C2C=CC=CC=2)C=CC=CC=1>C1(C)C=CC=CC=1.O1CCCC1>[CH3:3][O:13][C:14]1[C:15]([CH3:34])=[C:16]([NH:20][C:21](=[O:33])[CH2:22][C:23]23[CH2:32][CH:27]4[CH2:26][CH:25]([CH2:31][CH:29]([CH2:28]4)[CH2:30]2)[CH2:24]3)[CH:17]=[CH:18][CH:19]=1. Procedure: Diethyl azodicarboxylate (0.20 ml) was added to a solution of N-(3-hydroxy-2-methylphenyl)-tricyclo[3.3.1.13,7]decane-1-acetamide (0.20 g, Example 26), methanol (0.10 ml) and triphenylphosphine (0.41 g) in toluene (10 ml) and tetrahydrofuran (5 ml). After 2 hours stirring at room temperature further triphenylphosphine (0.20 g) and diethyl azodicarboxylate (0.10 ml) were added and the solution stirred for 2 hours. The reaction mixture was concentrated under reduced pressure and the residue purifi... Starting materials: D4, FC=1C=C(C=O)C=CC1F (3,4-difluorobenzaldehyde), FC1=C(C#N)C=C(C=C1)O (2-fluoro-5-hydroxybenzonitrile). Yields the product FC1=C(C#N)C=C(C=C1)OC1=C(C=C(C=C1)C=O)F (2-fluoro-5-(2-fluoro-4-formylphenoxy)benzonitrile). As a reaction SMILES: [F:1][C:2]1[CH:3]=[C:4]([CH:7]=[CH:8][C:9]=1F)[CH:5]=[O:6].[F:11][C:12]1[CH:19]=[CH:18][C:17]([OH:20])=[CH:16][C:13]=1[C:14]#[N:15]>>[F:11][C:12]1[CH:19]=[CH:18][C:17]([O:20][C:9]2[CH:8]=[CH:7][C:4]([CH:5]=[O:6])=[CH:3][C:2]=2[F:1])=[CH:16][C:13]=1[C:14]#[N:15]. Reported procedure: The title compound was prepared by a procedure similar to that described for D4 starting from 3,4-difluorobenzaldehyde (188 mg, 1.32 mmol) and 2-fluoro-5-hydroxybenzonitrile.